Dataset: the Open Reaction Database (ORD), a public repository of structured organic reaction records. Task: describe an organic reaction: reactants, conditions, products, and yield Reactants: [Cl-] (chloride), C1OC(CCCC(CO)C)(C)OC1 (6,6-Ethylenedioxy-2-methyl-heptanol), O1CCCC1 (tetrahydrofuran), COCCOCCl (Methoxyethoxymethyl chloride), C(CCC)[Li] (n-Butyllithium). Conditions: temperature -78 celsius, time 1.5 hour. The product is C1OC(CCCC(COCOC(C)OC)C)(C)OC1 (6,6-ethylenedioxy-1-methoxyethoxymethoxy-2-methylheptane). RXN SMILES: [CH2:1]1[CH2:13][O:12][C:3]([CH3:11])([CH2:4][CH2:5][CH2:6][CH:7]([CH3:10])[CH2:8][OH:9])[O:2]1.C([Li])CCC.CO[CH2:21][CH2:22][O:23][CH2:24]Cl.[Cl-].[O:27]1CCC[CH2:28]1>>[CH2:13]1[CH2:1][O:2][C:3]([CH3:11])([CH2:4][CH2:5][CH2:6][CH:7]([CH3:10])[CH2:8][O:9][CH2:28][O:27][CH:22]([O:23][CH3:24])[CH3:21])[O:12]1. Reported procedure: 6,6-Ethylenedioxy-2-methyl-heptanol (2.0 g) is dissolved in anhydrous tetrahydrofuran (35 ml) and cooled to -78° C. under nitrogen. n-Butyllithium (0.68 g) is added and the solution is warmed to 0° C. Methoxyethoxymethyl chloride (1.59 g) is added and the reaction stirred at 0° C. for 1.5 hours. An additional 1.59 g of the chloride is added and stirring is continued at 0° C. for 2 hours. The tetrahydrofuran is evaporated in vacuo and the residue is partitioned between ether and brine. The ether ...